From a dataset of the Open Reaction Database (ORD), a public repository of structured organic reaction records. describe an organic reaction: reactants, conditions, products, and yield The reactants are CN, CC(c1ccc(-c2ccc(F)cc2F)cc1)N1CCC(CCC(=O)O)(c2ccc(F)cc2)OC1=O. Product: CNC(=O)CCC1(c2ccc(F)cc2)CCN(C(C)c2ccc(-c3ccc(F)cc3F)cc2)C(=O)O1. RXN SMILES: [CH3:36][NH2:37].[F:1][c:2]1[c:3](-[c:9]2[cH:10][cH:11][c:12]([CH:15]([CH3:16])[N:17]3[C:18](=[O:35])[O:19][C:20]([c:23]4[cH:24][cH:25][c:26]([F:29])[cH:27][cH:28]4)([CH2:30][CH2:31][C:32](=[O:33])[OH:34])[CH2:21][CH2:22]3)[cH:13][cH:14]2)[cH:4][cH:5][c:6]([F:8])[cH:7]1>>[F:1][c:2]1[c:3](-[c:9]2[cH:10][cH:11][c:12]([CH:15]([CH3:16])[N:17]3[C:18](=[O:35])[O:19][C:20]([c:23]4[cH:24][cH:25][c:26]([F:29])[cH:27][cH:28]4)([CH2:30][CH2:31][C:32](=[O:33])[NH:37][CH3:36])[CH2:21][CH2:22]3)[cH:13][cH:14]2)[cH:4][cH:5][c:6]([F:8])[cH:7]1. Reactants: CC1(CC=C(C=2C=C(C=CC12)C#CC1=CC=C(C(=O)OCC)C=C1)C(C)(C)C)C (ethyl 4-[(7,8-dihydro-8,8-dimethyl-5-(1,1-dimethylethyl)naphth-3-yl)ethynyl]benzoate), CC1(CC=C(C=2C=C(C=CC12)C#CC1=CC=C(C(=O)OCC)C=C1)C(C)(C)C)C (ethyl 4-[(7,8-dihydro-8,8-dimethyl-5-(1,1-dimethylethyl)naphth-3-yl)ethynyl]benzoate), FC(S(=O)(=O)OC=1C=2C=C(C=CC2C(CC1)(C)C)C#CC1=CC=C(C(=O)OCC)C=C1)(F)F (ethyl 4-[(5-trifluoromethylsulfonyloxy-7,8-dihydro-8,8-dimethylnaphth-3-yl)ethynyl]benzoate), FC(S(=O)(=O)OC=1C=2C=C(C=CC2C(CC1)(C)C)C#CC1=CC=C(C(=O)OCC)C=C1)(F)F (ethyl 4-[(5-trifluoromethylsulfonyloxy-7,8-dihydro-8,8-dimethylnaphth-3-yl)ethynyl]benzoate). Procedure: Employing the same general procedure as for the preparation of ethyl 4-[(7,8-dihydro-8,8-dimethyl-5-(1,1-dimethylethyl)naphth-3-yl)ethynyl]benzoate (Compound 71), 250 mg (0.52 mmol) of ethyl 4-[(5-trifluoromethylsulfonyloxy-7,8-dihydro-8,8-dimethylnaphth-3-yl)ethynyl]benzoate (Compound 66) was converted into the title compound (HPLC Partisil 10, 0.5% EtOAC-hexanes) using 70.2 mg (0.78 mmol) of cuprous cyanide, 33.2 mg (0.78 mmol) of lithium chloride and 34.5 mg (1.28 ml, 1.57 mmol) of methyl-lit... Product: CC=1C=2C=C(C=CC2C(CC1)(C)C)C#CC1=CC=C(C(=O)OCC)C=C1 (Ethyl 4-[(7,8-dihydro-5,8,8-trimethylnaphth-3-yl)ethynyl]benzoate). Isolated yield 0.5%. Reaction SMILES: [CH3:1][C:2]1([CH3:29])[C:11]2[CH:10]=[CH:9][C:8]([C:12]#[C:13][C:14]3[CH:24]=[CH:23][C:17]([C:18]([O:20][CH2:21][CH3:22])=[O:19])=[CH:16][CH:15]=3)=[CH:7][C:6]=2[C:5]([C:25](C)(C)C)=[CH:4][CH2:3]1.FC(F)(F)S(OC1C2C=C(C#CC3C=CC(C(OCC)=O)=CC=3)C=CC=2C(C)(C)CC=1)(=O)=O>>[CH3:25][C:5]1[C:6]2[CH:7]=[C:8]([C:12]#[C:13][C:14]3[CH:24]=[CH:23][C:17]([C:18]([O:20][CH2:21][CH3:22])=[O:19])=[CH:16][CH:15]=3)[CH:9]=[CH:10][C:11]=2[C:2]([CH3:1])([CH3:29])[CH2:3][CH:4]=1. The reactants are C(C)[Mg]Cl (ethylmagnesium chloride), C(=O)C1=C(C(=C(C=2C(COC21)C2=CC=C(C=C2)C(C)C)C)NC(CC(C)(C)C)=O)C (N-(7-formyl-3-(4-isopropylphenyl)-4,6-dimethyl-2,3-dihydro-1-benzofuran-5-yl)-3,3-dimethylbutanamide). The solvent is O (water). Conditions: time 1 hour. Product: OC(CC)C1=C(C(=C(C=2C(COC21)C2=CC=C(C=C2)C(C)C)C)NC(CC(C)(C)C)=O)C (N-(7-(1-Hydroxypropyl)-3-(4-isopropylphenyl)-4,6-dimethyl-2,3-dihydro-1-benzofuran-5-yl)-3,3-dimethylbutanamide). The yield is 35.1%. RXN SMILES: [CH2:1]([Mg]Cl)[CH3:2].[CH:5]([C:7]1[C:15]2[O:14][CH2:13][CH:12]([C:16]3[CH:21]=[CH:20][C:19]([CH:22]([CH3:24])[CH3:23])=[CH:18][CH:17]=3)[C:11]=2[C:10]([CH3:25])=[C:9]([NH:26][C:27](=[O:33])[CH2:28][C:29]([CH3:32])([CH3:31])[CH3:30])[C:8]=1[CH3:34])=[O:6]>O>[OH:6][CH:5]([C:7]1[C:15]2[O:14][CH2:13][CH:12]([C:16]3[CH:21]=[CH:20][C:19]([CH:22]([CH3:24])[CH3:23])=[CH:18][CH:17]=3)[C:11]=2[C:10]([CH3:25])=[C:9]([NH:26][C:27](=[O:33])[CH2:28][C:29]([CH3:32])([CH3:31])[CH3:30])[C:8]=1[CH3:34])[CH2:1][CH3:2]. Procedure details: To ethylmagnesium chloride (2.0 M THF solution, 5.0 mL, 10.0 mmol) was added N-(7-formyl-3-(4-isopropylphenyl)-4,6-dimethyl-2,3-dihydro-1-benzofuran-5-yl)-3,3-dimethylbutanamide (0.7 g, 1.72 mmol) obtained in Example 20 at 0° C. and the reaction solution was stirred at the same temperature for 1 hour. The reaction solution was added to water and the product was extracted with ethyl acetate. The organic layer was washed with water and 1 N hydrochloric acid, dried over anhydrous sodium sulfate, an... Starting materials: N12CCC(CC1)(CC2)CNC(=O)C2=CNC1=CC=CC=C21 (N-((quinuclidin-4-yl)methyl)-1H-indole-3-carboxamide), N1N=C(C2=CC=CC=C12)C(=O)Cl (1H-indazole-3-carbonyl chloride). Product: N12CCC(CC1)(CC2)CNC(=O)C2=NNC1=CC=CC=C21 (N-((quinuclidin-4-yl)methyl)-1H-indazole-3-carboxamide). RXN SMILES: [N:1]12[CH2:8][CH2:7][C:4]([CH2:9][NH:10][C:11]([C:13]3[C:21]4[C:16](=[CH:17][CH:18]=[CH:19][CH:20]=4)[NH:15]C=3)=[O:12])([CH2:5][CH2:6]1)[CH2:3][CH2:2]2.[NH:22]1C2C(=CC=CC=2)C(C(Cl)=O)=N1>>[N:1]12[CH2:8][CH2:7][C:4]([CH2:9][NH:10][C:11]([C:13]3[C:21]4[C:16](=[CH:17][CH:18]=[CH:19][CH:20]=4)[NH:15][N:22]=3)=[O:12])([CH2:5][CH2:6]1)[CH2:3][CH2:2]2. Procedure: N-((quinuclidin-4-yl)methyl)-1H-indazole-3-carboxamide was prepared in a similar manner to N-((quinuclidin-4-yl)methyl)-1H-indole-3-carboxamide, substituting 1H-indazole-3-carbonyl chloride as the electrophile. 1HNMR: 13.6 (bs, 1H); 9.65 (bs, 1H); 8.45 (t, 1H); 8.15 (d, 1H); 7.62 (d, 1H); 7.41 (t, 1H); 7.2 (t, 1H); 3.28 (m, 2H); 3.21 (m, 6H); 1.70 (m, 6H). MS (m/e): 285. The reactants are CCC1CC(O[Si](C)(C)C(C)(C)C)CC1c1nnc2cnc3c(ccn3S(=O)(=O)c3ccc(C)cc3)n12, CCC1CC(O)CC1c1nnc2cnc3c(ccn3S(=O)(=O)c3ccc(C)cc3)n12, CCOC(C)=O, CCO, Cl. The product is CCC1CC(O)CC1c1nnc2cnc3c(ccn3S(=O)(=O)c3ccc(C)cc3)n12. As a reaction SMILES: [C:1]([Si:2]([CH3:3])([CH3:4])[O:6][CH:7]1[CH2:8][CH:9]([CH2:34][CH3:35])[CH:10]([c:12]2[n:13][n:14][c:15]3[n:16]2[c:17]2[c:18]([n:19][cH:20]3)[n:21]([S:24](=[O:25])(=[O:26])[c:27]3[cH:28][cH:29][c:30]([CH3:31])[cH:32][cH:33]3)[cH:22][cH:23]2)[CH2:11]1)([CH3:5])([CH3:36])[CH3:37].[CH2:48]([CH:49]1[CH:50]([c:51]2[n:52]3[c:53]4[cH:54][cH:55][n:56]([S:57]([c:58]5[cH:59][cH:60][c:61]([CH3:62])[cH:63][cH:64]5)(=[O:65])=[O:66])[c:67]4[n:68][cH:69][c:70]3[n:71][n:72]2)[CH2:73][CH:74]([OH:75])[CH2:76]1)[CH3:77].[CH3:39][CH2:40][O:41][C:42]([CH3:43])=[O:44].[CH3:45][CH2:46][OH:47].[ClH:38]>>[OH:6][CH:7]1[CH2:8][CH:9]([CH2:34][CH3:35])[CH:10]([c:12]2[n:13][n:14][c:15]3[n:16]2[c:17]2[c:18]([n:19][cH:20]3)[n:21]([S:24](=[O:25])(=[O:26])[c:27]3[cH:28][cH:29][c:30]([CH3:31])[cH:32][cH:33]3)[cH:22][cH:23]2)[CH2:11]1. The solvent is C(C)O (ethanol). Reaction SMILES: COC[O:4][C:5]1[CH:10]=[CH:9][C:8]([CH3:11])=[C:7](B(O)O)[CH:6]=1.I[C:16]1[CH:26]=[CH:25][C:19]([C:20]([O:22][CH2:23][CH3:24])=[O:21])=[CH:18][CH:17]=1.C(=O)([O-])[O-].[K+].[K+]>C(O)C.C1C=CC([P]([Pd]([P](C2C=CC=CC=2)(C2C=CC=CC=2)C2C=CC=CC=2)([P](C2C=CC=CC=2)(C2C=CC=CC=2)C2C=CC=CC=2)[P](C2C=CC=CC=2)(C2C=CC=CC=2)C2C=CC=CC=2)(C2C=CC=CC=2)C2C=CC=CC=2)=CC=1>[OH:4][C:5]1[CH:10]=[CH:9][C:8]([CH3:11])=[C:7]([C:16]2[CH:26]=[CH:25][C:19]([C:20]([O:22][CH2:23][CH3:24])=[O:21])=[CH:18][CH:17]=2)[CH:6]=1 |f:2.3.4,^1:39,41,60,79|. Reported procedure: In a manner similar to that of Example 11(d), by reaction of 3.7 g (18.8 mmol) of 4-methoxymethoxy-1-methylbenzene-2-boronic acid described in Example 16(c) with 4.7 g (17 mmol) of ethyl 4-iodobenzoate, 17 mL of 2.0M potassium carbonate solution and 1 g (0.8 mmol) of tetrakis(triphenylphosphine)palladium, followed by deprotection in ethanol, the desired product is obtained in the form of a colourless oil (m=3.07 g; Y=71%). The product is OC=1C=CC(=C(C1)C1=CC=C(C=C1)C(=O)OCC)C (Ethyl 5′-hydroxy-2′-methylbiphenyl-4-carboxylate). The reagents and catalysts are C=1C=CC(=CC1)[P](C=2C=CC=CC2)(C=3C=CC=CC3)[Pd]([P](C=4C=CC=CC4)(C=5C=CC=CC5)C=6C=CC=CC6)([P](C=7C=CC=CC7)(C=8C=CC=CC8)C=9C=CC=CC9)[P](C=1C=CC=CC1)(C=1C=CC=CC1)C=1C=CC=CC1 (tetrakis(triphenylphosphine)palladium). The reactants are COCOC1=CC(=C(C=C1)C)B(O)O (4-methoxymethoxy-1-methylbenzene-2-boronic acid), IC1=CC=C(C(=O)OCC)C=C1 (ethyl 4-iodobenzoate), C([O-])([O-])=O.[K+].[K+] (potassium carbonate).